From a dataset of the Open Reaction Database (ORD), a public repository of structured organic reaction records. describe an organic reaction: reactants, conditions, products, and yield Reactants: C(N)(OC(C)(C)C)=O (tert-butyl carbamate), C([O-])([O-])=O.[Cs+].[Cs+] (cesium carbonate), BrC1=CC=2N(C=C1)N=C(N2)C2=CC=CC=C2 (7-bromo-2-phenyl-[1,2,4]triazolo[1,5-a]pyridine). The reagents and catalysts are C=1C=CC(=CC1)/C=C/C(=O)/C=C/C2=CC=CC=C2.C=1C=CC(=CC1)/C=C/C(=O)/C=C/C2=CC=CC=C2.C=1C=CC(=CC1)/C=C/C(=O)/C=C/C2=CC=CC=C2.[Pd].[Pd] (tris(dibenzylidene-acetone)dipalladium(0)), C1(=CC=CC=C1)P(C1=CC=CC=2C(C3=CC=CC(=C3OC12)P(C1=CC=CC=C1)C1=CC=CC=C1)(C)C)C1=CC=CC=C1 (4,5-bis(diphenylphos-phino)-9,9-dimethylxanthene). The solvent is O1CCOCC1 (dioxane). Reaction conditions: temperature 100 celsius, time 22 hour. Product: C(C)(C)(C)OC(NC1=CC=2N(C=C1)N=C(N2)C2=CC=CC=C2)=O ((2-phenyl-[1,2,4]triazolo[1,5-a]pyridin-7-yl)-carbamic acid tert-butyl ester). The yield is 69.6%. RXN SMILES: Br[C:2]1[CH:7]=[CH:6][N:5]2[N:8]=[C:9]([C:11]3[CH:16]=[CH:15][CH:14]=[CH:13][CH:12]=3)[N:10]=[C:4]2[CH:3]=1.[C:17](=[O:24])([O:19][C:20]([CH3:23])([CH3:22])[CH3:21])[NH2:18].C(=O)([O-])[O-].[Cs+].[Cs+]>O1CCOCC1.C1C=CC(/C=C/C(/C=C/C2C=CC=CC=2)=O)=CC=1.C1C=CC(/C=C/C(/C=C/C2C=CC=CC=2)=O)=CC=1.C1C=CC(/C=C/C(/C=C/C2C=CC=CC=2)=O)=CC=1.[Pd].[Pd].C1(P(C2C=CC=CC=2)C2C3OC4C(=CC=CC=4P(C4C=CC=CC=4)C4C=CC=CC=4)C(C)(C)C=3C=CC=2)C=CC=CC=1>[C:20]([O:19][C:17](=[O:24])[NH:18][C:2]1[CH:7]=[CH:6][N:5]2[N:8]=[C:9]([C:11]3[CH:16]=[CH:15][CH:14]=[CH:13][CH:12]=3)[N:10]=[C:4]2[CH:3]=1)([CH3:23])([CH3:22])[CH3:21] |f:2.3.4,6.7.8.9.10|. Reported procedure: To an nitrogen purged suspension of 7-bromo-2-phenyl-[1,2,4]triazolo[1,5-a]pyridine (9 g, 32.8 mmol) in dioxane (180 ml) is added successively tert-butyl carbamate (4.71 g, 39.4 mmol), tris(dibenzylidene-acetone)dipalladium(0) (601 mg, 657 umol), 4,5-bis(diphenylphos-phino)-9,9-dimethylxanthene (760 mg, 1.31 mmol) and cesium carbonate (15 g, 46 mmol). The brown mixture is then stirred for 22 hours at 100° C. under nitrogen atmosphere. The solvent is removed in vacuo and the brown residue partiti... Reactants: C(C)OC(=O)C=1C(=C2C(=C(N1)C#N)N(C=C2)CC2=CC=C(C=C2)F)OC(C)=O (4-acetoxy-7-cyano-1-(4-fluoro-benzyl)-1H-pyrrolo[2,3-c]pyridine-5-carboxylic acid ethyl ester), C1CC(=O)N(C1=O)Cl (NCS). Solvent: CC#N (MeCN). Run at temperature 90 celsius. Product: C(C)OC(=O)C=1C(=C2C(=C(N1)C#N)N(C=C2Cl)CC2=CC=C(C=C2)F)OC(C)=O (4-Acetoxy-3-chloro-7-cyano-1-(4-fluoro-benzyl)-1H-pyrrolo[2,3-c]pyridine-5-carboxylic acid ethyl ester). Isolated yield 59.7%. As a reaction SMILES: [CH2:1]([O:3][C:4]([C:6]1[C:7]([O:25][C:26](=[O:28])[CH3:27])=[C:8]2[CH:16]=[CH:15][N:14]([CH2:17][C:18]3[CH:23]=[CH:22][C:21]([F:24])=[CH:20][CH:19]=3)[C:9]2=[C:10]([C:12]#[N:13])[N:11]=1)=[O:5])[CH3:2].C1C(=O)N([Cl:36])C(=O)C1>CC#N>[CH2:1]([O:3][C:4]([C:6]1[C:7]([O:25][C:26](=[O:28])[CH3:27])=[C:8]2[C:16]([Cl:36])=[CH:15][N:14]([CH2:17][C:18]3[CH:23]=[CH:22][C:21]([F:24])=[CH:20][CH:19]=3)[C:9]2=[C:10]([C:12]#[N:13])[N:11]=1)=[O:5])[CH3:2]. Procedure: A mixture of 4-acetoxy-7-cyano-1-(4-fluoro-benzyl)-1H-pyrrolo[2,3-c]pyridine-5-carboxylic acid ethyl ester (103 mg), NCS (38 mg) in MeCN (2 mL) in a closed vial was heated at 90° C. for 1 h. Then the solvent was removed, the residue was purified with column to give the desired product (67 mg). The title compound, ESI MS (m/z): 416 (M+H)+. Reactants: O=C([O-])[O-], CN1C(=O)CCC2(C)c3ccc(S)cc3CCC12, CN(C)C=O, CCOC(C)=O, FC(F)(F)Oc1cccc2sc(Cl)nc12, [K+], [K+]. Yields the product CN1C(=O)CCC2(C)c3ccc(Sc4nc5c(OC(F)(F)F)cccc5s4)cc3CCC12. RXN SMILES: [C:19](=[O:20])([O-:21])[O-:22].[CH3:1][N:2]1[C:3](=[O:18])[CH2:4][CH2:5][C:6]2([CH3:17])[c:7]3[c:8]([cH:12][c:13]([SH:16])[cH:14][cH:15]3)[CH2:9][CH2:10][CH:11]12.[CH3:40][N:41]([CH3:42])[CH:43]=[O:44].[CH3:45][CH2:46][O:47][C:48](=[O:49])[CH3:50].[Cl:25][c:26]1[s:27][c:28]2[c:29]([n:30]1)[c:31]([O:35][C:36]([F:37])([F:38])[F:39])[cH:32][cH:33][cH:34]2.[K+:23].[K+:24]>>[CH3:1][N:2]1[C:3](=[O:18])[CH2:4][CH2:5][C:6]2([CH3:17])[c:7]3[c:8]([cH:12][c:13]([S:16][c:26]4[s:27][c:28]5[c:29]([n:30]4)[c:31]([O:35][C:36]([F:37])([F:38])[F:39])[cH:32][cH:33][cH:34]5)[cH:14][cH:15]3)[CH2:9][CH2:10][CH:11]12.